From a dataset of the Open Reaction Database (ORD), a public repository of structured organic reaction records. describe an organic reaction: reactants, conditions, products, and yield The reactants are ClC1=C(C=CC(=C1)Cl)C1=C(C=C(C(N1)=O)C#N)C1=CC=C(C=C1)Cl (6-(2,4-Dichlorophenyl)-5-(4-chlorophenyl)-2-oxo-1,2-dihydropyridine-3-nitrile), C([O-])([O-])=O.[Cs+].[Cs+] (cesium carbonate), ClCC(=O)C1=CC=CC=C1 (2-chloroacetophenone). Run at time 16 hour. Product: NC1=C(OC2=NC(=C(C=C21)C2=CC=C(C=C2)Cl)C2=C(C=C(C=C2)Cl)Cl)C(=O)C2=CC=CC=C2 ([3-Amino-5-(4-chlorophenyl)-6-(2,4-dichlorophenyl)furo[2,3-b]pyridin-2-yl](phenyl)methanone). As a reaction SMILES: [Cl:1][C:2]1[CH:7]=[C:6]([Cl:8])[CH:5]=[CH:4][C:3]=1[C:9]1[NH:14][C:13](=[O:15])[C:12]([C:16]#[N:17])=[CH:11][C:10]=1[C:18]1[CH:23]=[CH:22][C:21]([Cl:24])=[CH:20][CH:19]=1.C(=O)([O-])[O-].[Cs+].[Cs+].Cl[CH2:32][C:33]([C:35]1[CH:40]=[CH:39][CH:38]=[CH:37][CH:36]=1)=[O:34]>>[NH2:17][C:16]1[C:12]2[C:13](=[N:14][C:9]([C:3]3[CH:4]=[CH:5][C:6]([Cl:8])=[CH:7][C:2]=3[Cl:1])=[C:10]([C:18]3[CH:19]=[CH:20][C:21]([Cl:24])=[CH:22][CH:23]=3)[CH:11]=2)[O:15][C:32]=1[C:33]([C:35]1[CH:40]=[CH:39][CH:38]=[CH:37][CH:36]=1)=[O:34] |f:1.2.3|. Procedure: A solution of the product from Step B (0.300 g; 0.8 mmol) in DMP (8 mL) was treated with cesium carbonate (0.521 g; 1.6 mmol), 2-chloroacetophenone (0.124 g; 0.8 mmol), and stirred at room temperature for 16 hours. The reaction mixture was partitioned between ethyl acetate and saturated NaHCO3 solution. The organic layer was washed twice with saturated NaHCO3 solution, brine, dried (Na2SO4), filtered, and concentrated in vacuo. Purification by MPLC (silica gel; 0% to 20% ethyl acetate:hexane gra...